The task is: describe an organic reaction: reactants, conditions, products, and yield. This data is from the Open Reaction Database (ORD), a public repository of structured organic reaction records. The reactants are FC(C(=O)N1CCC2=C([C@@H](C1)C)C=C(C=C2)Cl)(F)F ((S)-N-trifluoroacetyl-8-chloro-1-methyl-2,3,4,5-tetrahydro-1H-3-benzazepine), [B-](F)(F)(F)F.[B-](F)(F)(F)F.C1C[N+]2(CC[N+]1(CC2)CCl)F (Selectfluor), FC(S(=O)(=O)O)(F)F (trifluoromethanesulfonic acid), O (water). Solvent: ClCCCl (1,2-dichloroethane). Run at temperature 75 celsius, time 60 hour. Yields the product FC(C(=O)N1CCC2=C([C@@H](C1)C)C(=C(C=C2)Cl)F)(F)F ((S)-N-Trifluoroacetyl-8-chloro-9-fluoro-1-methyl-2,3,4,5-tetrahydro-1H-3-benzazepine). Isolated yield 22.8%. As a reaction SMILES: [F:1][C:2]([F:19])([F:18])[C:3]([N:5]1[CH2:11][C@@H:10]([CH3:12])[C:9]2[CH:13]=[C:14]([Cl:17])[CH:15]=[CH:16][C:8]=2[CH2:7][CH2:6]1)=[O:4].[B-](F)(F)(F)[F:21].[B-](F)(F)(F)F.C1[N+]2(CCl)CC[N+](F)(CC2)C1.FC(F)(F)S(O)(=O)=O.O>ClCCCl>[F:19][C:2]([F:18])([F:1])[C:3]([N:5]1[CH2:11][C@@H:10]([CH3:12])[C:9]2[C:13]([F:21])=[C:14]([Cl:17])[CH:15]=[CH:16][C:8]=2[CH2:7][CH2:6]1)=[O:4] |f:1.2.3|. Procedure: A solution of (S)-N-trifluoroacetyl-8-chloro-1-methyl-2,3,4,5-tetrahydro-1H-3-benzazepine (2.5 g, 8.5 mmol) in 1,2-dichloroethane (15 mL) was treated with Selectfluor (3.9 g, 11 mmol), trifluoromethanesulfonic acid (8 mL, 90 mmol) and stirred 60 hours at 75° C. The product mixture was poured into water (200 mL), extracted with EtOAc (200 mL), the organic phase washed with saturated aqueous NaHCO3 (2×100 mL), brine (100 mL), dried with Na2SO4 and concentrated. The crude product was purified by fl... Starting materials: CC1Cc2cc(Br)cc3[nH]c(=O)c(=O)n(c23)C1CC(=O)O, Nc1ccccc1. The product is CC1Cc2cc(Br)cc3[nH]c(=O)c(=O)n(c23)C1CC(=O)Nc1ccccc1. RXN SMILES: [Br:1][c:2]1[cH:3][c:4]2[c:5]3[n:6]([c:7](=[O:13])[c:8](=[O:12])[nH:9][c:10]3[cH:11]1)[CH:14]([CH2:18][C:19](=[O:20])[OH:21])[CH:15]([CH3:17])[CH2:16]2.[NH2:22][c:23]1[cH:24][cH:25][cH:26][cH:27][cH:28]1>>[Br:1][c:2]1[cH:3][c:4]2[c:5]3[n:6]([c:7](=[O:13])[c:8](=[O:12])[nH:9][c:10]3[cH:11]1)[CH:14]([CH2:18][C:19](=[O:21])[NH:22][c:23]1[cH:24][cH:25][cH:26][cH:27][cH:28]1)[CH:15]([CH3:17])[CH2:16]2. Reactants: CC(=CCC1C(N(N(C1=O)C1=CC=CC=C1)C1=CC=CC=C1)=O)C (4-(3-methyl-2-butenyl)-1,2-diphenyl-3,5-dioxo-pyrazolidine), [OH-].[Na+] (sodium hydroxide), [OH-].[Na+] (sodium hydroxide). The solvent is O (water). Product: C1(=CC=CC=C1)N(NC1=CC=CC=C1)C(C(C(=O)O)CC=C(C)C)=O ((3-methyl-2-butenyl)propanedioic acid mono(1,2-diphenyl hydrazide)). RXN SMILES: [CH3:1][C:2]([CH3:24])=[CH:3][CH2:4][CH:5]1[C:9](=[O:10])[N:8]([C:11]2[CH:16]=[CH:15][CH:14]=[CH:13][CH:12]=2)[N:7]([C:17]2[CH:22]=[CH:21][CH:20]=[CH:19][CH:18]=2)[C:6]1=[O:23].[OH-:25].[Na+]>O>[C:11]1([N:8]([C:9](=[O:10])[CH:5]([CH2:4][CH:3]=[C:2]([CH3:24])[CH3:1])[C:6]([OH:23])=[O:25])[NH:7][C:17]2[CH:22]=[CH:21][CH:20]=[CH:19][CH:18]=2)[CH:16]=[CH:15][CH:14]=[CH:13][CH:12]=1 |f:1.2|. Procedure: 64 gm (0.2 mol) of 4-(3-methyl-2-butenyl)-1,2-diphenyl-3,5-dioxo-pyrazolidine were dissolved in an aqueous sodium hydroxide solution obtained by dissolving 16 gm (0.4 mol) of sodium hydroxide pellets in 640 ml of water. The solution was heated for 7 hours. The reaction mixture was then cooled to room temperature and washed twice with ether. The ether extract contained a little hydrazobenzene. The aqueous alkaline solution was then made acid to Congo red with 10% hydrochloric acid and quickly ext...